This data is from the Open Reaction Database (ORD), a public repository of structured organic reaction records. The task is: describe an organic reaction: reactants, conditions, products, and yield Starting materials: NC1=NC2=CC=C(C=C2C(=C1C#N)NCC1=CC=CC=C1)N1CCN(CC1)C(C)=O (2-amino-3-cyano-4-benzylamino-6-(4-acetylpiperazin-1-yl)quinoline), COC=1C=C(C(=O)Cl)C=CC1 (3-methoxybenzoyl chloride), ice water. Run in N1=CC=CC=C1 (pyridine). The product is COC=1C=C(C(=O)NC2=NC3=CC=C(C=C3C(=C2C#N)NCC2=CC=CC=C2)N2CCN(CC2)C(C)=O)C=CC1 (3-Methoxy-N-[6-(4-acetylpiperazin-1-yl)-4-benzylamino-3-cyanoquinolin-2-yl]benzamide). Reaction SMILES: [NH2:1][C:2]1[C:11]([C:12]#[N:13])=[C:10]([NH:14][CH2:15][C:16]2[CH:21]=[CH:20][CH:19]=[CH:18][CH:17]=2)[C:9]2[C:4](=[CH:5][CH:6]=[C:7]([N:22]3[CH2:27][CH2:26][N:25]([C:28](=[O:30])[CH3:29])[CH2:24][CH2:23]3)[CH:8]=2)[N:3]=1.[CH3:31][O:32][C:33]1[CH:34]=[C:35]([CH:39]=[CH:40][CH:41]=1)[C:36](Cl)=[O:37]>N1C=CC=CC=1>[CH3:31][O:32][C:33]1[CH:34]=[C:35]([CH:39]=[CH:40][CH:41]=1)[C:36]([NH:1][C:2]1[C:11]([C:12]#[N:13])=[C:10]([NH:14][CH2:15][C:16]2[CH:17]=[CH:18][CH:19]=[CH:20][CH:21]=2)[C:9]2[C:4](=[CH:5][CH:6]=[C:7]([N:22]3[CH2:23][CH2:24][N:25]([C:28](=[O:30])[CH3:29])[CH2:26][CH2:27]3)[CH:8]=2)[N:3]=1)=[O:37]. Reported procedure: To the solution of 1.2 g 2-amino-3-cyano-4-benzylamino-6-(4-acetylpiperazin-1-yl)quinoline in 20 ml pyridine, 1.5 g 3-methoxybenzoyl chloride is added and the mixture is heated at reflux temperature for 5 hours. The reaction mixture is poured onto 30 g ice-water and the precipitated solid material is filtered off. After drying 0.45 g of the title compound is obtained (MH+: 535). The reactants are CCN(C(C)C)C(C)C, O=C(Cl)c1ccc([N+](=O)[O-])c(Cl)c1, ClCCl, CN1CCC(N)CC1. Product: CN1CCC(NC(=O)c2ccc([N+](=O)[O-])c(Cl)c2)CC1. As a reaction SMILES: [CH:14]([N:15]([CH2:16][CH3:17])[CH:18]([CH3:19])[CH3:20])([CH3:21])[CH3:22].[Cl:1][c:2]1[cH:3][c:4]([C:5](=[O:6])[Cl:7])[cH:8][cH:9][c:10]1[N+:11](=[O:12])[O-:13].[Cl:31][CH2:32][Cl:33].[NH2:23][CH:24]1[CH2:25][CH2:26][N:27]([CH3:30])[CH2:28][CH2:29]1>>[Cl:1][c:2]1[cH:3][c:4]([C:5](=[O:6])[NH:23][CH:24]2[CH2:25][CH2:26][N:27]([CH3:30])[CH2:28][CH2:29]2)[cH:8][cH:9][c:10]1[N+:11](=[O:12])[O-:13]. Reactants: O(C1=CC=CC=C1)C=1C=C(C=O)C=CC1F (3-phenoxy-4-fluoro-benzaldehyde), CC1(C(C1C=C(C1=CC=C(C=C1)OC(F)(F)F)Cl)C(=O)Cl)C (2,2-dimethyl-3-(2-chloro-2-(4-trifluoromethoxy-phenyl)-vinyl)-cyclopropanecarboxylic acid chloride), [C-]#N.[Na+] (sodium cyanide), O (water). Reagents/catalysts: [Br-].C(CCC)[N+](CCCC)(CCCC)CCCC (tetrabutylammonium bromide). Run in C1(=CC=CC=C1)C (toluene), CCCCCC (n-hexane). Product: O(C1=CC=CC=C1)C=1C=C(C(C#N)OC(=O)C2C(C2C=C(C2=CC=C(C=C2)OC(F)(F)F)Cl)(C)C)C=CC1F (2,2-dimethyl-3-(2-chloro-2-(4-trifluoromethoxy-phenyl)-vinyl)-cyclopropanecarboxylic acid 3-phenoxy-4 -fluoro-α-cyano-benzyl ester). Yield: 62.5%. As a reaction SMILES: [O:1]([C:8]1[CH:9]=[C:10]([CH:13]=[CH:14][C:15]=1[F:16])[CH:11]=[O:12])[C:2]1[CH:7]=[CH:6][CH:5]=[CH:4][CH:3]=1.[CH3:17][C:18]1([CH3:38])[CH:20]([CH:21]=[C:22]([Cl:34])[C:23]2[CH:28]=[CH:27][C:26]([O:29][C:30]([F:33])([F:32])[F:31])=[CH:25][CH:24]=2)[CH:19]1[C:35](Cl)=[O:36].[C-:39]#[N:40].[Na+].O>[Br-].C([N+](CCCC)(CCCC)CCCC)CCC.C1(C)C=CC=CC=1.CCCCCC>[O:1]([C:8]1[CH:9]=[C:10]([CH:13]=[CH:14][C:15]=1[F:16])[CH:11]([O:12][C:35]([CH:19]1[CH:20]([CH:21]=[C:22]([Cl:34])[C:23]2[CH:28]=[CH:27][C:26]([O:29][C:30]([F:33])([F:32])[F:31])=[CH:25][CH:24]=2)[C:18]1([CH3:38])[CH3:17])=[O:36])[C:39]#[N:40])[C:2]1[CH:3]=[CH:4][CH:5]=[CH:6][CH:7]=1 |f:2.3,5.6|. Procedure: 4.32 g (0.02 mol) of 3-phenoxy-4-fluoro-benzaldehyde and 7.1 g (0.02 mol) of 2,2-dimethyl-3-(2-chloro-2-(4-trifluoromethoxy-phenyl)-vinyl)-cyclopropanecarboxylic acid chloride were together added dropwise to a mixture of 1.6 g of sodium cyanide, 2.5 ml of water, 100 ml of n-hexane and 0.5 g of tetrabutylammonium bromide at 20°-25° C., while stirring, and the mixture was then stirred at 20°-25° C. for 4 hours. 300 ml of toluene were subsequently added, and the reaction mixture was extracted by sh... Starting materials: ClS(=O)(=O)N=C=O (chlorosulfonyl isocyanate), O (water), O[C@H]1CC(N(C1)CC=1C=C(C(=CC1)OC)C1=CC(=CC=C1)[N+](=O)[O-])=O ((S)-4-Hydroxy-1-(6-methoxy-3′-nitro-biphenyl-3-ylmethyl)-pyrrolidin-2-one). Solvent: ClCCl (dichloromethane), ClCCl (dichloromethane). Run at time 30 minute. Yields the product COC1=CC=C(C=C1C1=CC(=CC=C1)[N+](=O)[O-])CN1C[C@H](CC1=O)OC(N)=O (Carbamic acid (S)-1-(6-methoxy-3′-nitro-biphenyl-3-ylmethyl)-5-oxo-pyrrolidin-3-yl ester). RXN SMILES: ClS([N:5]=[C:6]=[O:7])(=O)=O.[OH:8][C@@H:9]1[CH2:13][N:12]([CH2:14][C:15]2[CH:16]=[C:17]([C:23]3[CH:28]=[CH:27][CH:26]=[C:25]([N+:29]([O-:31])=[O:30])[CH:24]=3)[C:18]([O:21][CH3:22])=[CH:19][CH:20]=2)[C:11](=[O:32])[CH2:10]1.O>ClCCl>[CH3:22][O:21][C:18]1[C:17]([C:23]2[CH:28]=[CH:27][CH:26]=[C:25]([N+:29]([O-:31])=[O:30])[CH:24]=2)=[CH:16][C:15]([CH2:14][N:12]2[C:11](=[O:32])[CH2:10][C@H:9]([O:8][C:6](=[O:7])[NH2:5])[CH2:13]2)=[CH:20][CH:19]=1. Procedure: Into a 20 mL vial with a stir bar was added chlorosulfonyl isocyanate (42 mg, 0.30 mmol), 1 mL dichloromethane, then P-248 (51.3 mg, 0.15 mmol) in 2 mL of dichloromethane. The reaction was stirred at room temperature for 18 hours after which 2 mL of water was added and the mixture was stirred at room temperature for 30 minutes. The layers were separated and the aqueous was extracted with dichloromethane. The combined organics were concentrated and then purified by preparative layer TLC using 50%... The reactants are CCn1c(-c2ccc(OCC(=O)OC(C)(C)C)cc2)c(C#N)c2ccc(OC)cc21, ClCCl, O=C(O)C(F)(F)F. The product is CCn1c(-c2ccc(OCC(=O)O)cc2)c(C#N)c2ccc(OC)cc21. Reaction SMILES: [C:1]([CH3:2])([CH3:3])([CH3:4])[O:5][C:6]([CH2:7][O:8][c:9]1[cH:10][cH:11][c:12](-[c:15]2[n:16]([CH2:28][CH3:29])[c:17]3[cH:18][c:19]([O:26][CH3:27])[cH:20][cH:21][c:22]3[c:23]2[C:24]#[N:25])[cH:13][cH:14]1)=[O:30].[Cl:38][CH2:39][Cl:40].[F:31][C:32]([F:33])([F:34])[C:35]([OH:36])=[O:37]>>[O:5]=[C:6]([CH2:7][O:8][c:9]1[cH:10][cH:11][c:12](-[c:15]2[n:16]([CH2:28][CH3:29])[c:17]3[cH:18][c:19]([O:26][CH3:27])[cH:20][cH:21][c:22]3[c:23]2[C:24]#[N:25])[cH:13][cH:14]1)[OH:30]. The reactants are ClC=1C(OC(=CC1O)C)=O (3-chloro-4-hydroxy-6-methyl-2H-pyran-2-one), CN(C)C=O (DMF), C(=O)([O-])[O-].[K+].[K+] (K2CO3), ClCN1S(=O)(=O)C2=CC(=CC(=C2C1=O)C(C)C)OC (2-chloromethyl-4-isopropyl-6-methoxysaccharin). Solvent: O (water). Reaction conditions: time 0.5 hour. The product is ClC=1C(OC(=CC1OCN1S(=O)(=O)C2=CC(=CC(=C2C1=O)C(C)C)OC)C)=O (2-(3-chloro-6-methyl-2-oxo-2H-pyran-4-yl)oxymethyl-4-isopropyl-6-methoxysaccharin). Isolated yield 19.0%. Reaction SMILES: [Cl:1][C:2]1[C:3](=[O:10])[O:4][C:5]([CH3:9])=[CH:6][C:7]=1[OH:8].CN(C=O)C.C([O-])([O-])=O.[K+].[K+].Cl[CH2:23][N:24]1[C:34](=[O:35])[C:33]2[C:28](=[CH:29][C:30]([O:39][CH3:40])=[CH:31][C:32]=2[CH:36]([CH3:38])[CH3:37])[S:25]1(=[O:27])=[O:26]>O>[Cl:1][C:2]1[C:3](=[O:10])[O:4][C:5]([CH3:9])=[CH:6][C:7]=1[O:8][CH2:23][N:24]1[C:34](=[O:35])[C:33]2[C:28](=[CH:29][C:30]([O:39][CH3:40])=[CH:31][C:32]=2[CH:36]([CH3:38])[CH3:37])[S:25]1(=[O:26])=[O:27] |f:2.3.4|. Reported procedure: A mixture of 3-chloro-4-hydroxy-6-methyl-2H-pyran-2-one (0.493 g, 3.07 mmol), DMF and K2CO3 (0.467 g, 3.38 mmol) was stirred at room temperature under N2 for 0.5 hours then 2-chloromethyl-4-isopropyl-6-methoxysaccharin (0.978 g, 3.22 mmol) was added in one portion. The mixture was stirred at room temperature for 3 hours, and then at 75° C. for 3 hours. The mixture was poured into water, extracted with ethyl acetate and the organic layer was washed with brine and dried. The solvent was removed in... Reactants: NC=1C(=CC(=C(C1)C=1C(N(C2=CC(=NC=C2C1)NC)CC)=O)Cl)F (3-(5-amino-2-chloro-4-fluorophenyl)-1-ethyl-7-(methylamino)-1,6-naphthyridin-2(1H)-one), N1=CC=CC=C1 (pyridine), FC1=CC(=CC(=C1)N=C=O)F (1,3-difluoro-5-isocyanato-benzene). Run in C(Cl)Cl (DCM). Reaction conditions: time 8 hour. Product: Cl.ClC1=CC(=C(C=C1C=1C(N(C2=CC(=NC=C2C1)NC)CC)=O)NC(=O)NC1=CC(=CC(=C1)F)F)F (1-(4-chloro-5-(1-ethyl-7-(methylamino)-2-oxo-1,2-dihydro-1,6-naphthyridin-3-yl)-2-fluorophenyl)-3-(3,5-difluorophenyl)urea hydrochloride). Isolated yield 47.4%. As a reaction SMILES: [NH2:1][C:2]1[C:3]([F:24])=[CH:4][C:5]([Cl:23])=[C:6]([C:8]2[C:9](=[O:22])[N:10]([CH2:20][CH3:21])[C:11]3[C:16]([CH:17]=2)=[CH:15][N:14]=[C:13]([NH:18][CH3:19])[CH:12]=3)[CH:7]=1.N1C=CC=CC=1.[F:31][C:32]1[CH:37]=[C:36]([N:38]=[C:39]=[O:40])[CH:35]=[C:34]([F:41])[CH:33]=1>C(Cl)Cl>[ClH:23].[Cl:23][C:5]1[C:6]([C:8]2[C:9](=[O:22])[N:10]([CH2:20][CH3:21])[C:11]3[C:16]([CH:17]=2)=[CH:15][N:14]=[C:13]([NH:18][CH3:19])[CH:12]=3)=[CH:7][C:2]([NH:1][C:39]([NH:38][C:36]2[CH:35]=[C:34]([F:41])[CH:33]=[C:32]([F:31])[CH:37]=2)=[O:40])=[C:3]([F:24])[CH:4]=1 |f:4.5|. Procedure details: A 0° C. solution of Example A5 (200 mg, 0.58 mmol) and pyridine (91 mg, 1.16 mmol) in DCM (4 mL) was treated drop-wise with 1,3-difluoro-5-isocyanato-benzene (98 mg, 0.64 mmol) and stirred at RT overnight as the cooling bath expired. The mixture was concentrated to dryness and purified by prep-HPLC. The resulting solution was treated with HCl (1 mL) and lyophilized to give 1-(4-chloro-5-(1-ethyl-7-(methylamino)-2-oxo-1,2-dihydro-1,6-naphthyridin-3-yl)-2-fluorophenyl)-3-(3,5-difluorophenyl)urea h... As a reaction SMILES: [Br:1][c:2]1[c:3]2[c:8]([cH:9][cH:10][cH:11]1)[CH2:7][N:6]([CH:12]1[CH2:13][S:14](=[O:17])(=[O:18])[CH2:15][CH2:16]1)[CH2:5][CH2:4]2.[CH3:19][O:20][c:21]1[cH:22][cH:23][c:24](-[c:27]2[cH:28][c:29]([NH2:30])[cH:31][cH:32][c:33]2[CH3:34])[n:25][n:26]1.[K+:40].[K+:41].[K+:42].[O:45]=[C:46]([CH:47]=[CH:48][c:49]1[cH:50][cH:51][cH:52][cH:53][cH:54]1)[CH:55]=[CH:56][c:57]1[cH:58][cH:59][cH:60][cH:61][cH:62]1.[O:63]=[C:64]([CH:65]=[CH:66][c:67]1[cH:68][cH:69][cH:70][cH:71][cH:72]1)[CH:73]=[CH:74][c:75]1[cH:76][cH:77][cH:78][cH:79][cH:80]1.[O:81]=[C:82]([CH:83]=[CH:84][c:85]1[cH:86][cH:87][cH:88][cH:89][cH:90]1)[CH:91]=[CH:92][c:93]1[cH:94][cH:95][cH:96][cH:97][cH:98]1.[O:99]1[CH2:100][CH2:101][O:102][CH2:103][CH2:104]1.[P:35]([O-:36])([O-:37])([O-:38])=[O:39].[Pd:43].[Pd:44]>>[c:2]1([NH:30][c:29]2[cH:28][c:27](-[c:24]3[cH:23][cH:22][c:21]([O:20][CH3:19])[n:26][n:25]3)[c:33]([CH3:34])[cH:32][cH:31]2)[c:3]2[c:8]([cH:9][cH:10][cH:11]1)[CH2:7][N:6]([CH:12]1[CH2:13][S:14](=[O:17])(=[O:18])[CH2:15][CH2:16]1)[CH2:5][CH2:4]2. The reactants are O=S1(=O)CCC(N2CCc3c(Br)cccc3C2)C1, COc1ccc(-c2cc(N)ccc2C)nn1, [K+], [K+], [K+], O=C(C=Cc1ccccc1)C=Cc1ccccc1, O=C(C=Cc1ccccc1)C=Cc1ccccc1, O=C(C=Cc1ccccc1)C=Cc1ccccc1, C1COCCO1, O=P([O-])([O-])[O-], [Pd], [Pd]. Yields the product COc1ccc(-c2cc(Nc3cccc4c3CCN(C3CCS(=O)(=O)C3)C4)ccc2C)nn1. The reactants are OCCBr, Brc1ccc2cc[nH]c2c1, CS(C)=O, [K+], [OH-], O. Product: OCCn1ccc2ccc(Br)cc21. As a reaction SMILES: [Br:13][CH2:14][CH2:15][OH:16].[Br:3][c:4]1[cH:5][cH:6][c:7]2[cH:8][cH:9][nH:10][c:11]2[cH:12]1.[CH3:18][S:19]([CH3:20])=[O:21].[K+:2].[OH-:1].[OH2:17]>>[Br:3][c:4]1[cH:5][cH:6][c:7]2[cH:8][cH:9][n:10]([CH2:14][CH2:15][OH:16])[c:11]2[cH:12]1. Procedure details: 55 g of N-((S)-3-bromo-2-hydroxypropyl)-5-chlorothiophene-2-carboxamide (IX) and 29.4 g of 4-(4-aminophenyl)-3-morpholinone (III) (a preparation method is described, for example, in WO-A 01/47919 on pages 55 to 57) are suspended at from 20 to 25° C. in 500 ml of toluene and admixed with 18.5 g of collidine and 10 ml of ethanol. The reaction mixture is heated to from 103 to 105° C. for 6 hours and then admixed while hot with 50 ml of 1-butanol. After cooling to 30° C., the precipitated reaction p... The product is O[C@@H](CNC(=O)C=1SC(=CC1)Cl)CNC1=CC=C(C=C1)N1C(COCC1)=O (N-{(R)-2-Hydroxy-3-[4-(3-oxomorpholin-4-yl)phenylamino]propyl}-5-chloro-thiophene-2-carboxamide). Run in C1(=CC=CC=C1)C (toluene), C(CCC)O (1-butanol). Reaction conditions: temperature 104 celsius. Reaction SMILES: Br[CH2:2][C@@H:3]([OH:14])[CH2:4][NH:5][C:6]([C:8]1[S:9][C:10]([Cl:13])=[CH:11][CH:12]=1)=[O:7].[NH2:15][C:16]1[CH:21]=[CH:20][C:19]([N:22]2[CH2:27][CH2:26][O:25][CH2:24][C:23]2=[O:28])=[CH:18][CH:17]=1.N1C(C)=CC(C)=CC=1C.C(O)C>C1(C)C=CC=CC=1.C(O)CCC>[OH:14][C@H:3]([CH2:2][NH:15][C:16]1[CH:17]=[CH:18][C:19]([N:22]2[CH2:27][CH2:26][O:25][CH2:24][C:23]2=[O:28])=[CH:20][CH:21]=1)[CH2:4][NH:5][C:6]([C:8]1[S:9][C:10]([Cl:13])=[CH:11][CH:12]=1)=[O:7]. The reactants are C(C)O (ethanol), BrC[C@H](CNC(=O)C=1SC(=CC1)Cl)O (N-((S)-3-Bromo-2-hydroxypropyl)-5-chlorothiophene-2-carboxamide), NC1=CC=C(C=C1)N1C(COCC1)=O (4-(4-aminophenyl)-3-morpholinone), N1=C(C=C(C=C1C)C)C (collidine).